This data is from the Open Reaction Database (ORD), a public repository of structured organic reaction records. The task is: describe an organic reaction: reactants, conditions, products, and yield Reactants: FC1=CC2=C(SC(=C2C)C2=C(N=C3N2N=C(C=C3C(=CCC)CCC)C)C)C=C1 (3-(5-fluoro-3-methyl-benzo[b]thiophen-2-yl)-2,6-dimethyl-8-(1-propyl-but-1-enyl)-imidazo[1,2-b]pyridazine). Reagents/catalysts: [Pd] (Pd—C). Solvent: CO (MeOH). Product: FC1=CC2=C(SC(=C2C)C2=C(N=C3N2N=C(C=C3C(CCC)CCC)C)C)C=C1 (3-(5-fluoro-3-methyl-benzo[b]thiophen-2-yl)-2,6-dimethyl-8-(1-propyl-butyl)-imidazo[1,2-b]pyridazine). Yield: 83.4%. RXN SMILES: [F:1][C:2]1[CH:29]=[CH:28][C:5]2[S:6][C:7]([C:10]3[N:14]4[N:15]=[C:16]([CH3:26])[CH:17]=[C:18]([C:19]([CH2:23][CH2:24][CH3:25])=[CH:20][CH2:21][CH3:22])[C:13]4=[N:12][C:11]=3[CH3:27])=[C:8]([CH3:9])[C:4]=2[CH:3]=1>[Pd].CO>[F:1][C:2]1[CH:29]=[CH:28][C:5]2[S:6][C:7]([C:10]3[N:14]4[N:15]=[C:16]([CH3:26])[CH:17]=[C:18]([CH:19]([CH2:20][CH2:21][CH3:22])[CH2:23][CH2:24][CH3:25])[C:13]4=[N:12][C:11]=3[CH3:27])=[C:8]([CH3:9])[C:4]=2[CH:3]=1. Procedure details: A solution of 3-(5-fluoro-3-methyl-benzo[b]thiophen-2-yl)-2,6-dimethyl-8-(1-propyl-but-1-enyl)-imidazo[1,2-b]pyridazine (23 mg, 0.06 mmol), MeOH (19 mL), and 10% Pd—C (69 mg) is hydrogenated at 30 psi at room temperature for 2 hours. The mixture is filtered through celite, washed with EtOAC and concentrated to dryness to give the title compound (20.5 mg, 89%) %). 1H NMR (CDCl3): δ 7.8 (dd, J=4.8, 8.5 Hz, 1H), 7.5 (dd, J=2.5, 9.7 Hz, 1H), 7.2 (m, 1H), 6.9 (s, 1H), 3.69 (s, 1H), 2.62 (s, 3H), 2.58... Starting materials: Cc1c(CCC(=O)O)c[nH]c1C=O, C1CCNCC1, COc1cc2c(cc1OC)NC(=O)C2, CCO. The product is COc1cc2c(cc1OC)C(=Cc1[nH]cc(CCC(=O)O)c1C)C(=O)N2. RXN SMILES: [C:1](=[O:2])([OH:3])[CH2:4][CH2:5][c:6]1[c:7]([CH3:13])[c:8]([CH:11]=[O:12])[nH:9][cH:10]1.[CH2:28]1[CH2:29][CH2:30][NH:31][CH2:32][CH2:33]1.[CH3:14][O:15][c:16]1[cH:17][c:18]2[c:22]([cH:23][c:24]1[O:25][CH3:26])[NH:21][C:20](=[O:27])[CH2:19]2.[CH3:34][CH2:35][OH:36]>>[C:1](=[O:2])([OH:3])[CH2:4][CH2:5][c:6]1[c:7]([CH3:13])[c:8]([CH:11]=[C:19]2[c:18]3[cH:17][c:16]([O:15][CH3:14])[c:24]([O:25][CH3:26])[cH:23][c:22]3[NH:21][C:20]2=[O:27])[nH:9][cH:10]1. Product: O=C(Cc1ccccc1)n1ccc2cc([N+](=O)[O-])ccc21. Starting materials: CCOC(C)=O, [Cl-], [Cl-], [H-], O=[N+]([O-])c1ccc2[nH]ccc2c1, [NH4+], [Na+], C1CCOC1, O=C(O)Cc1ccccc1. RXN SMILES: [CH3:33][CH2:34][O:35][C:36](=[O:37])[CH3:38].[Cl-:15].[Cl-:26].[H-:13].[N+:1](=[O:2])([O-:3])[c:4]1[cH:5][c:6]2[cH:7][cH:8][nH:9][c:10]2[cH:11][cH:12]1.[NH4+:27].[Na+:14].[O:28]1[CH2:29][CH2:30][CH2:31][CH2:32]1.[c:16]1([CH2:22][C:23](=[O:24])[OH:25])[cH:17][cH:18][cH:19][cH:20][cH:21]1>>[N+:1](=[O:2])([O-:3])[c:4]1[cH:5][c:6]2[cH:7][cH:8][n:9]([C:23]([CH2:22][c:16]3[cH:17][cH:18][cH:19][cH:20][cH:21]3)=[O:24])[c:10]2[cH:11][cH:12]1. Starting materials: N1=CC=CC2=CC=C3C=CC=NC3=C12 (1,10-phenanthroline), C1(=CC=CC=C1)[Li] (phenyl lithium). The reagents and catalysts are [O-2].[O-2].[Mn+4] (manganese dioxide). The solvent is C1(=CC=CC=C1)C (toluene), ClCCl (dichloromethane). Yields the product C1(=CC=CC=C1)C1=NC2=C3N=CC=CC3=CC=C2C=C1 (2-phenyl-1,10-phenanthroline). As a reaction SMILES: [N:1]1[C:14]2[C:5](=[CH:6][CH:7]=[C:8]3[C:13]=2[N:12]=[CH:11][CH:10]=[CH:9]3)[CH:4]=[CH:3][CH:2]=1.[C:15]1([Li])[CH:20]=[CH:19][CH:18]=[CH:17][CH:16]=1>C1(C)C=CC=CC=1.ClCCl.[O-2].[O-2].[Mn+4]>[C:15]1([C:2]2[CH:3]=[CH:4][C:5]3[C:14](=[C:13]4[C:8](=[CH:7][CH:6]=3)[CH:9]=[CH:10][CH:11]=[N:12]4)[N:1]=2)[CH:20]=[CH:19][CH:18]=[CH:17][CH:16]=1 |f:4.5.6|. Reported procedure: A compound E-1 was synthesized by the following method. 1,10-phenanthroline (9.64 g) was reacted with phenyl lithium (100 ml) (1.07 M cyclohexane/ether solution) at 0° C. for 1.5 hours in toluene (250 ml) and treated by a conventional method. The resulting product was reacted with manganese dioxide (93.0 g) at room temperature for 56 hours in dichloromethane (300 ml) and treated by a conventional method to obtain 9.44 g of 2-phenyl-1,10-phenanthroline. To 25 ml of a THF solution of 1,3-dibromobe...